Dataset: the Open Reaction Database (ORD), a public repository of structured organic reaction records. Task: describe an organic reaction: reactants, conditions, products, and yield The reactants are C1(=CC=CC=C1)C1=C2C(C(NC2=CC=C1)=O)SC (4-phenyl-3-methylthioindolin-2-one), O1CCCC1 (tetrahydrofuran), product. The reagents and catalysts are [Ni].O (Raney nickel water). Solvent: C(C)(C)O (isopropanol). The product is C1(=CC=CC=C1)C1=C2CC(NC2=CC=C1)=O (4-Phenylindolin-2-one). RXN SMILES: [C:1]1([C:7]2[CH:15]=[CH:14][CH:13]=[C:12]3[C:8]=2[CH:9](SC)[C:10](=[O:16])[NH:11]3)[CH:6]=[CH:5][CH:4]=[CH:3][CH:2]=1.O1CCCC1>[Ni].O.C(O)(C)C>[C:1]1([C:7]2[CH:15]=[CH:14][CH:13]=[C:12]3[C:8]=2[CH2:9][C:10](=[O:16])[NH:11]3)[CH:2]=[CH:3][CH:4]=[CH:5][CH:6]=1 |f:2.3|. Reported procedure: A stirring solution of 3.5 g. (0.014 mole) of 4-phenyl-3-methylthioindolin-2-one in 75 ml. of tetrahydrofuran was treated portionwise with 20 g. of a commercial Raney nickel/water suspension. The mixture was filtered through Celite and the filtrate was concentrated to give a yellow solid. The solid was recrystallized to give a yellow solid. This solid was recrystallized from benzene to yield 1.6 g. (57%) of product as an off-white solid. An analytical sample was prepared from isopropanol; m.p. 1... Reactants: C1(C(CCCC1)S)S (1,2-cyclohexanedithiol), ClC(C(C)=O)C (3-chloro-2-butanone). Yields the product CC1=C(SC2C(S1)CCCC2)C (4a,5,6,7,8,8a-hexahydro-2,3-dimethyl-1,4-benzodithiin). Isolated yield 78.0%. RXN SMILES: [CH:1]1([SH:8])[CH2:6][CH2:5][CH2:4][CH2:3][CH:2]1[SH:7].Cl[CH:10]([CH3:14])[C:11](=O)[CH3:12]>>[CH3:14][C:10]1[S:8][CH:1]2[CH2:6][CH2:5][CH2:4][CH2:3][CH:2]2[S:7][C:11]=1[CH3:12]. Procedure: The procedure of Example 1(a) was followed using 1,2-cyclohexanedithiol and 3-chloro-2-butanone to give 4a,5,6,7,8,8a-hexahydro-2,3-dimethyl-1,4-benzodithiin as a colorless oil, bp 100°-102°/0.2 mm. Yield 78%. NMR 1.07-2.2 (8m), 1.85 (6s), 2.9-3.2 (2m). IR 2924, 2850, 1615, 1440, 1335, 1275, 1180, 985. Reactants: O (Water), COC1=CC=C(COC=2C=CC(N(C2)C(C(=O)N)C)=NS(=O)(=O)C2=CC=C(C=C2)C)C=C1 (2-[5-[(4-methoxybenzyl)oxy]-2-{[(4-methylphenyl)sulfonyl]imino}pyridin-1(2H)-yl]propanamide), [OH-].[Na+] (sodium hydroxide), FC(C(=O)OC(C(F)(F)F)=O)(F)F (trifluoroacetic acid anhydride). The solvent is C(C)(=O)OCC (ethyl acetate), O1CCCC1 (tetrahydrofuran). Run at time 1 hour. Product: COC1=CC=C(COC=2C=CC=3N(C2)C(=C(N3)N)C)C=C1 (6-[(4-methoxybenzyl)oxy]-3-methylimidazo[1,2-a]pyridin-2-amine). Isolated yield 61.8%. Reaction SMILES: [CH3:1][O:2][C:3]1[CH:32]=[CH:31][C:6]([CH2:7][O:8][C:9]2[CH:10]=[CH:11][C:12](=[N:20]S(C3C=CC(C)=CC=3)(=O)=O)[N:13]([CH:15]([CH3:19])[C:16]([NH2:18])=O)[CH:14]=2)=[CH:5][CH:4]=1.FC(F)(F)C(OC(=O)C(F)(F)F)=O.[OH-].[Na+].O>O1CCCC1.C(OCC)(=O)C>[CH3:1][O:2][C:3]1[CH:32]=[CH:31][C:6]([CH2:7][O:8][C:9]2[CH:10]=[CH:11][C:12]3[N:13]([C:15]([CH3:19])=[C:16]([NH2:18])[N:20]=3)[CH:14]=2)=[CH:5][CH:4]=1 |f:2.3|. Procedure: To a suspension of 2-[5-[(4-methoxybenzyl)oxy]-2-{[(4-methylphenyl)sulfonyl]imino}pyridin-1(2H)-yl]propanamide (2.6 g, 5.71 mmol) in tetrahydrofuran (25 mL) was added trifluoroacetic acid anhydride (2.35 mL, 17.1 mmol) at 0° C., and the mixture was stirred at room temperature for 1 hr. 8N Aqueous sodium hydroxide solution was added to the reaction mixture until it reached pH 12 to 13, and the mixture was stirred at 50° C. for 5 hr. Water and ethyl acetate were added to the reaction mixture, and ... The reactants are C(C)(C)(C)OC(CC[C@@H](C(=O)O)NC(=O)OCC1=CC=CC=C1)=O ((S)-2-Benzyloxycarbonylamino-pentanedioic acid 5-tert-butyl ester), [B-](F)(F)(F)F.CCOC(=O)C(=NOC(=[N+](C)C)N(C)C)C#N (TOTU), FC(C(=O)O)(F)F.C(CCC)OC(=O)N1CCNCC1 (Piperazine-1-carboxylic acid butyl ester trifluoroacetate). Run in C(O)([O-])=O.[Na+] (sodium hydrogen carbonate), CN(C)C=O (DMF). Conditions: time 16 hour. The product is C(CCC)OC(=O)N1CCN(CC1)C([C@H](CCC(=O)OC(C)(C)C)NC(=O)OCC1=CC=CC=C1)=O (4-((S)-2-Benzyloxycarbonylamino-4-tert-butoxycarbonyl-butyryl)-piperazine-1-carboxylic acid butyl ester). As a reaction SMILES: [C:1]([O:5][C:6](=[O:24])[CH2:7][CH2:8][C@H:9]([NH:13][C:14]([O:16][CH2:17][C:18]1[CH:23]=[CH:22][CH:21]=[CH:20][CH:19]=1)=[O:15])[C:10]([OH:12])=O)([CH3:4])([CH3:3])[CH3:2].[B-](F)(F)(F)F.CCOC(C(C#N)=NOC(N(C)C)=[N+](C)C)=O.FC(F)(F)C(O)=O.[CH2:54]([O:58][C:59]([N:61]1[CH2:66][CH2:65][NH:64][CH2:63][CH2:62]1)=[O:60])[CH2:55][CH2:56][CH3:57]>CN(C=O)C.C(=O)([O-])O.[Na+]>[CH2:54]([O:58][C:59]([N:61]1[CH2:66][CH2:65][N:64]([C:10](=[O:12])[C@@H:9]([NH:13][C:14]([O:16][CH2:17][C:18]2[CH:23]=[CH:22][CH:21]=[CH:20][CH:19]=2)=[O:15])[CH2:8][CH2:7][C:6]([O:5][C:1]([CH3:2])([CH3:3])[CH3:4])=[O:24])[CH2:63][CH2:62]1)=[O:60])[CH2:55][CH2:56][CH3:57] |f:1.2,3.4,6.7|. Procedure: To a solution of 22.4 g of (S)-2-Benzyloxycarbonylamino-pentanedioic acid 5-tert-butyl ester, 30.7 g of NEM and 21.8 g of TOTU in 75 ml of DMF, 20 g of Piperazine-1-carboxylic acid butyl ester trifluoroacetate was added at RT and stirred for 16 h. The reaction mixture was then diluted with saturated aqueous sodium hydrogen carbonate solution and then extracted with 300 ml of ethyl acetate. The organic phase was washed with diluted saturated aqueous sodium hydrogen carbonate solution and dried ov... The reactants are Cl.Cl.COC=1C=C(C=CC1)CCNCCC=1N=CNC1 (N-[2-(3-methoxyphenyl)-ethyl]-1H-imidazol-4-ethanamine dihydroch1oride), C([O-])([O-])=O.[K+].[K+] (potassium carbonate), ICCC (1-iodopropane). Solvent: CC(=O)C (acetone). Yields the product COC=1C=C(C=CC1)CCN(CCC=1N=CNC1)CCC (N-[2-(3-methoxyphenyl)-ethyl]-N-propyl-1H-imidazol-4-ethanamine). The yield is 31.1%. RXN SMILES: Cl.Cl.[CH3:3][O:4][C:5]1[CH:6]=[C:7]([CH2:11][CH2:12][NH:13][CH2:14][CH2:15][C:16]2[N:17]=[CH:18][NH:19][CH:20]=2)[CH:8]=[CH:9][CH:10]=1.C(=O)([O-])[O-].[K+].[K+].I[CH2:28][CH2:29][CH3:30]>CC(C)=O>[CH3:3][O:4][C:5]1[CH:6]=[C:7]([CH2:11][CH2:12][N:13]([CH2:28][CH2:29][CH3:30])[CH2:14][CH2:15][C:16]2[N:17]=[CH:18][NH:19][CH:20]=2)[CH:8]=[CH:9][CH:10]=1 |f:0.1.2,3.4.5|. Reported procedure: A stirred mixture of 3.2 g of the product of Step B, 5.1 g of potassium carbonate, 3.4 g of 1-iodopropane and 64 ml of acetone was refluxed under an inert atmosphere for 19 hours and the acetone was evaporated. 100 ml of water and 2 ml of sodium hydroxide were added to the mixture which was then extracted 3 times with 50 ml of methylene chloride. The combined organic phases were washed with 100 ml of water, dried over magnesium sulfate and filtered. The filtrate was evaporated to dryness and the... The reactants are O=C1CCC(=O)N1Br, CO, NC(=C1Sc2ccccc2C1=O)c1ccccc1, O. Yields the product NC(=C1C(=O)c2ccccc2S1=O)c1ccccc1. Reaction SMILES: [Br:19][N:20]1[C:21](=[O:25])[CH2:22][CH2:23][C:24]1=[O:26].[CH3:27][OH:28].[NH2:1][C:2](=[C:3]1[C:4](=[O:12])[c:5]2[c:6]([cH:8][cH:9][cH:10][cH:11]2)[S:7]1)[c:13]1[cH:14][cH:15][cH:16][cH:17][cH:18]1.[OH2:29]>>[NH2:1][C:2](=[C:3]1[C:4](=[O:12])[c:5]2[c:6]([cH:8][cH:9][cH:10][cH:11]2)[S:7]1=[O:25])[c:13]1[cH:14][cH:15][cH:16][cH:17][cH:18]1.